Dataset: the Open Reaction Database (ORD), a public repository of structured organic reaction records. Task: describe an organic reaction: reactants, conditions, products, and yield Reactants: C(C)(CC)[Li] (sec-butyllithium), C(C=C)Br (allyl bromide), C1(=CC=C(C=C1)C=1N=C2C(=NC1C1=CC=C(C=C1)C)N(CCC2)C(=O)OC(C)(C)C)C (Tert-butyl 2,3-di-p-tolyl-7,8-dihydropyrido[2,3-b]pyrazine-5(6H)-carboxylate), N#N (N2), CN(CCN(C)C)C (1,2-di(dimethylamino) ethane). Run in O (water), CCOCC (Et2O). Reaction conditions: temperature -70 celsius, time 16 hour. Yields the product C(C=C)C1CCC=2C(=NC(=C(N2)C2=CC=C(C=C2)C)C2=CC=C(C=C2)C)N1C(=O)OC(C)(C)C (Tert-butyl 6-allyl-2,3-di-p-tolyl-7,8-dihydropyrido[2,3-b]pyrazine-5(6H)-carboxylate). As a reaction SMILES: [C:1]1([CH3:31])[CH:6]=[CH:5][C:4]([C:7]2[N:8]=[C:9]3[CH2:23][CH2:22][CH2:21][N:20]([C:24]([O:26][C:27]([CH3:30])([CH3:29])[CH3:28])=[O:25])[C:10]3=[N:11][C:12]=2[C:13]2[CH:18]=[CH:17][C:16]([CH3:19])=[CH:15][CH:14]=2)=[CH:3][CH:2]=1.N#N.CN(C)CCN(C)C.[CH:42]([Li])([CH2:44]C)[CH3:43].C(Br)C=C>CCOCC.O>[CH2:44]([CH:21]1[N:20]([C:24]([O:26][C:27]([CH3:28])([CH3:30])[CH3:29])=[O:25])[C:10]2=[N:11][C:12]([C:13]3[CH:18]=[CH:17][C:16]([CH3:19])=[CH:15][CH:14]=3)=[C:7]([C:4]3[CH:3]=[CH:2][C:1]([CH3:31])=[CH:6][CH:5]=3)[N:8]=[C:9]2[CH2:23][CH2:22]1)[CH:42]=[CH2:43]. Procedure: Tert-butyl 2,3-di-p-tolyl-7,8-dihydropyrido[2,3-b]pyrazine-5(6H)-carboxylate (step 1) (500 mg, 1.203 mmol) in Et2O (10 ml) degassed with N2 was treated with 1,2-di(dimethylamino) ethane (0.400 ml, 2.65 mmol). The mixture was cooled to −70° C. and treated with sec-butyllithium (1.4M in cyclohexane, 0.945 ml, 1.324 mmol) dropwise, maintaining the temperature at −70° C. After stirring at −70° C. for 2 hours allyl bromide (0.115 ml, 1.324 mmol) was added and the mixture was allowed to warm to room t... The reactants are C(#N)C1C2C3CC4C2C4C3C1 (8-cyanotetracyclo-[4,3,0,02,4,03,7 ]nonane), P(Cl)(Cl)(Cl)(Cl)Cl (phosphorus pentachloride), O (water). The yield is 83.0%. Reaction conditions: time 30 minute. Product: C(#N)C1(C2C3CC4C2C4C3C1)Cl (8-cyano-8-chlorotetracyclo[4,3,0,02,4,03,7 ]nonane). Reaction SMILES: [C:1]([CH:3]1[CH2:11][CH:10]2[CH:5]3[CH2:6][CH:7]4[CH:9]2[CH:8]4[CH:4]13)#[N:2].P(Cl)(Cl)(Cl)(Cl)[Cl:13].O>C(Cl)(Cl)(Cl)Cl>[C:1]([C:3]1([Cl:13])[CH2:11][CH:10]2[CH:5]3[CH2:6][CH:7]4[CH:9]2[CH:8]4[CH:4]13)#[N:2]. Reported procedure: To a solution of 8-cyanotetracyclo-[4,3,0,02,4,03,7 ]nonane (87 g.) in carbon tetrachloride (600 ml.) was added phosphorus pentachloride (168 g.). The mixture was heated under reflux for 60 hours, cooled and poured into a mixture of crushed ice and water (1.1). The mixture was stirred for 30 minutes and the organic layer separated. This was washed with a 10% w/v aqueous solution of sodium carbonate (200 ml.), saturated brine (100 ml.) and then dried over anhydrous potassium carbonate. The filtra... Run in C(Cl)(Cl)(Cl)Cl (carbon tetrachloride). The reactants are S1C=C(C=C1)C(=O)O (3-thiophenecarboxylic acid), FC(C(CNC1=C2C=NN(C2=CC(=C1)C)C1=CC=C(C=C1)F)(O)CNCCC)(F)F (1,1,1-trifluoro-3-{[1-(4-fluorophenyl)-6-methyl-1H-indazol-4-yl]amino}-2-[(propylamino)methyl]-2-propanol). Yields the product C(CC)N(C(=O)C1=CSC=C1)CC(C(F)(F)F)(O)CNC1=C2C=NN(C2=CC(=C1)C)C1=CC=C(C=C1)F (N-Propyl-N-[3,3,3-trifluoro-2-({[1-(4-fluorophenyl)-6-methyl-1H-indazol-4-yl]amino}methyl)-2-hydroxypropyl]-3-thiophenecarboxamide). RXN SMILES: [S:1]1[CH:5]=[CH:4][C:3]([C:6]([OH:8])=O)=[CH:2]1.[F:9][C:10]([F:38])([F:37])[C:11]([CH2:32][NH:33][CH2:34][CH2:35][CH3:36])([OH:31])[CH2:12][NH:13][C:14]1[CH:22]=[C:21]([CH3:23])[CH:20]=[C:19]2[C:15]=1[CH:16]=[N:17][N:18]2[C:24]1[CH:29]=[CH:28][C:27]([F:30])=[CH:26][CH:25]=1>>[CH2:34]([N:33]([CH2:32][C:11]([CH2:12][NH:13][C:14]1[CH:22]=[C:21]([CH3:23])[CH:20]=[C:19]2[C:15]=1[CH:16]=[N:17][N:18]2[C:24]1[CH:25]=[CH:26][C:27]([F:30])=[CH:28][CH:29]=1)([OH:31])[C:10]([F:9])([F:37])[F:38])[C:6]([C:3]1[CH:4]=[CH:5][S:1][CH:2]=1)=[O:8])[CH2:35][CH3:36]. Procedure details: Prepared similarly to Example 1 from 3-thiophenecarboxylic acid and 1,1,1-trifluoro-3-{[1-(4-fluorophenyl)-6-methyl-1H-indazol-4-yl]amino}-2-[(propylamino)methyl]-2-propanol. The reactants are COC(CC1=CC=C(C=C1)CN1C(=NC2=C1C=C(C(=C2)F)F)C2=C(C=C(C=C2)Cl)O)=O ({4-[2-(4-chloro-2-hydroxy-phenyl)-5,6-difluoro-benzoimidazol-1-ylmethyl]-phenyl}-acetic acid methyl ester), BrCC1CCCC1 (bromomethyl-cyclopentane), solid. Yields the product COC(CC1=CC=C(C=C1)CN1C(=NC2=C1C=C(C(=C2)F)F)C2=C(C=C(C=C2)Cl)OCC2CCCC2)=O ({4-[2-(4-Chloro-2-cyclopentylmethoxy-phenyl)-5,6-difluoro-benzoimidazol-1-ylmethyl]-phenyl}-acetic acid methyl ester). RXN SMILES: [CH3:1][O:2][C:3](=[O:31])[CH2:4][C:5]1[CH:10]=[CH:9][C:8]([CH2:11][N:12]2[C:16]3[CH:17]=[C:18]([F:22])[C:19]([F:21])=[CH:20][C:15]=3[N:14]=[C:13]2[C:23]2[CH:28]=[CH:27][C:26]([Cl:29])=[CH:25][C:24]=2[OH:30])=[CH:7][CH:6]=1.Br[CH2:33][CH:34]1[CH2:38][CH2:37][CH2:36][CH2:35]1>>[CH3:1][O:2][C:3](=[O:31])[CH2:4][C:5]1[CH:10]=[CH:9][C:8]([CH2:11][N:12]2[C:16]3[CH:17]=[C:18]([F:22])[C:19]([F:21])=[CH:20][C:15]=3[N:14]=[C:13]2[C:23]2[CH:28]=[CH:27][C:26]([Cl:29])=[CH:25][C:24]=2[O:30][CH2:33][CH:34]2[CH2:38][CH2:37][CH2:36][CH2:35]2)=[CH:7][CH:6]=1. Procedure: The title compound was prepared in analogy to Example 5, intermediate a, from {4-[2-(4-chloro-2-hydroxy-phenyl)-5,6-difluoro-benzoimidazol-1-ylmethyl]-phenyl}-acetic acid methyl ester and bromomethyl-cyclopentane (CAS Reg. No. 3814-30-0). Brown sticky solid (61%). MS (Turbo Spray): m/z=525.4 (M+H). The reactants are C[N+](C)(C)Cc1ccccc1, CC(C)(C)[O-], ClCC1CO1, CC(C)O, [Cl-], [K+], [Na+], [Na+], O=C([O-])[O-], O=C1NC(=O)c2ccccc21. Yields the product O=C1NC(=O)c2c(CC3CO3)cccc21. RXN SMILES: [CH2:30]([N+:31]([CH3:32])([CH3:33])[CH3:34])[c:35]1[cH:36][cH:37][cH:38][cH:39][cH:40]1.[CH3:23][C:24]([CH3:25])([O-:26])[CH3:27].[CH:12]1([CH2:13][Cl:14])[CH2:15][O:16]1.[CH:41]([OH:42])([CH3:43])[CH3:44].[Cl-:29].[K+:28].[Na+:17].[Na+:18].[O-:19][C:20](=[O:21])[O-:22].[O:1]=[C:2]1[NH:3][C:4](=[O:5])[c:6]2[cH:7][cH:8][cH:9][cH:10][c:11]21>>[O:1]=[C:2]1[NH:3][C:4](=[O:5])[c:6]2[cH:7][cH:8][cH:9][c:10]([CH2:13][CH:12]3[CH2:15][O:16]3)[c:11]21. Reactants: CS(=O)(=O)Cl (Methanesulfonyl chloride), CS(=O)(=O)Cl (methanesulfonyl chloride), O (Water), C(C)(C)(C)OC(=O)N1CCN(CC1)C1=C(C=CC=C1)CN (2-(4-t-butoxycarbonylpiperazin-1-yl)phenylmethylamine), N1=CC=CC=C1 (pyridine). The solvent is ClCCl (dichloromethane). Run at time 3 hour. Yields the product C(C)(C)(C)OC(=O)N1CCN(CC1)C1=C(C=CC=C1)CNS(=O)(=O)C (N-[2-(4-t-Butoxycarbonylpiperazin-1-yl)phenylmethyl]methanesulfonamide). Isolated yield 46.6%. As a reaction SMILES: [CH3:1][S:2](Cl)(=[O:4])=[O:3].[C:6]([O:10][C:11]([N:13]1[CH2:18][CH2:17][N:16]([C:19]2[CH:24]=[CH:23][CH:22]=[CH:21][C:20]=2[CH2:25][NH2:26])[CH2:15][CH2:14]1)=[O:12])([CH3:9])([CH3:8])[CH3:7].N1C=CC=CC=1.O>ClCCl>[C:6]([O:10][C:11]([N:13]1[CH2:14][CH2:15][N:16]([C:19]2[CH:24]=[CH:23][CH:22]=[CH:21][C:20]=2[CH2:25][NH:26][S:2]([CH3:1])(=[O:4])=[O:3])[CH2:17][CH2:18]1)=[O:12])([CH3:9])([CH3:7])[CH3:8]. Procedure: Methanesulfonyl chloride (0.186 mL, 275 mg, 2.4 mmol) was added dropwise to a stirred, cooled (0° C.) solution of 2-(4-t-butoxycarbonylpiperazin-1-yl)phenylmethylamine (0.58 g, 2 mmol) and pyridine (0.32 mL, 0.32 g, 4 mmol) in dichloromethane (10 mL) and the mixture was stirred at room temperature for 3 h. Further methanesulfonyl chloride (0.046 mL, 69 mg, 0.6 mmol) was added and the mixture was stirred at room temperature for 3 h. Water (1 mL) was added and the solvent was evaporated under redu... The reactants are O=C([O-])[O-], CCC(C)=O, COc1coc2ccc(OCCCCCCCl)cc2c1=O, [I-], [K+], [K+], [Na+], OC1CCNCC1. The product is COc1coc2ccc(OCCCCCCN3CCC(O)CC3)cc2c1=O. RXN SMILES: [C:24](=[O:25])([O-:26])[O-:27].[CH3:37][C:38](=[O:39])[CH2:40][CH3:41].[Cl:1][CH2:2][CH2:3][CH2:4][CH2:5][CH2:6][CH2:7][O:8][c:9]1[cH:10][cH:11][c:12]2[c:13]([c:14](=[O:20])[c:15]([O:18][CH3:19])[cH:16][o:17]2)[cH:21]1.[I-:23].[K+:28].[K+:29].[Na+:22].[OH:30][CH:31]1[CH2:32][CH2:33][NH:34][CH2:35][CH2:36]1>>[CH2:2]([CH2:3][CH2:4][CH2:5][CH2:6][CH2:7][O:8][c:9]1[cH:10][cH:11][c:12]2[c:13]([c:14](=[O:20])[c:15]([O:18][CH3:19])[cH:16][o:17]2)[cH:21]1)[N:34]1[CH2:33][CH2:32][CH:31]([OH:30])[CH2:36][CH2:35]1.